This data is from the Open Reaction Database (ORD), a public repository of structured organic reaction records. The task is: describe an organic reaction: reactants, conditions, products, and yield Reactants: C1(=CC=CC=C1)C(C)=O (1-phenylethanone), C1(CC1)N (cyclopropylamine), S(=O)(=O)([O-])[O-].[Mg+2] (magnesium sulfate), [BH4-].[Na+] (sodium borohydride). Run in ClCCl (dichloromethane). Product: C1(=CC=CC=C1)C(C)NC1CC1 (N-(1-Phenylethyl)cyclopropanamine). As a reaction SMILES: [C:1]1([C:7](=O)[CH3:8])[CH:6]=[CH:5][CH:4]=[CH:3][CH:2]=1.[CH:10]1([NH2:13])[CH2:12][CH2:11]1.S([O-])([O-])(=O)=O.[Mg+2].[BH4-].[Na+]>ClCCl>[C:1]1([CH:7]([NH:13][CH:10]2[CH2:12][CH2:11]2)[CH3:8])[CH:6]=[CH:5][CH:4]=[CH:3][CH:2]=1 |f:2.3,4.5|. Reported procedure: To a solution of 1-phenylethanone (1 eq.) in dichloromethane (0.17 M) was added cyclopropylamine (3 eq.) and magnesium sulfate (9 eq.). The resulting mixture was stirred at reflux for 2 days. The insolubles were then filtered off and the filtrate evaporated in vacuo. The resulting residue was taken up in methanol (0.2 M) and added sodium borohydride (1.5 eq.). The reaction mixture was then stirred at RT overnight. After quenching with 1 N aq. HCl, the volatiles were removed in vacuo. The resulti... Reactants: COc1ncc(N2CCc3nc(N)sc3C2)nc1OC, CC(=O)OC(C)=O, CCN(C(C)C)C(C)C, ClCCl. Yields the product COc1ncc(N2CCc3nc(NC(C)=O)sc3C2)nc1OC. Reaction SMILES: [CH3:1][O:2][c:3]1[n:4][cH:5][c:6]([N:11]2[CH2:12][c:13]3[c:14]([n:17][c:18]([NH2:20])[s:19]3)[CH2:15][CH2:16]2)[n:7][c:8]1[O:9][CH3:10].[CH3:30][C:31](=[O:32])[O:33][C:34](=[O:35])[CH3:36].[CH:21]([N:22]([CH2:23][CH3:24])[CH:25]([CH3:26])[CH3:27])([CH3:28])[CH3:29].[Cl:37][CH2:38][Cl:39]>>[CH3:1][O:2][c:3]1[n:4][cH:5][c:6]([N:11]2[CH2:12][c:13]3[c:14]([n:17][c:18]([NH:20][C:31]([CH3:30])=[O:32])[s:19]3)[CH2:15][CH2:16]2)[n:7][c:8]1[O:9][CH3:10]. As a reaction SMILES: [CH2:1]([O:3][C:4]1[C:8]([CH2:9][CH2:10][C:11]([O:13]CC)=[O:12])=[CH:7][N:6]([CH2:16][C:17]2[CH:22]=[CH:21][C:20]([O:23][CH2:24][C:25]3[C:26]([CH3:36])=[N:27][N:28]([C:30]4[CH:35]=[CH:34][CH:33]=[CH:32][N:31]=4)[CH:29]=3)=[CH:19][CH:18]=2)[N:5]=1)[CH3:2].[OH-].[Na+].O1CCCC1.Cl>C(O)C>[CH2:1]([O:3][C:4]1[C:8]([CH2:9][CH2:10][C:11]([OH:13])=[O:12])=[CH:7][N:6]([CH2:16][C:17]2[CH:18]=[CH:19][C:20]([O:23][CH2:24][C:25]3[C:26]([CH3:36])=[N:27][N:28]([C:30]4[CH:35]=[CH:34][CH:33]=[CH:32][N:31]=4)[CH:29]=3)=[CH:21][CH:22]=2)[N:5]=1)[CH3:2] |f:1.2|. The yield is 96.7%. Product: C(C)OC1=NN(C=C1CCC(=O)O)CC1=CC=C(C=C1)OCC=1C(=NN(C1)C1=NC=CC=C1)C (3-[3-ethoxy-1-[4-(3-methyl-1-(2-pyridyl)-1H-pyrazol-4-ylmethoxy]benzyl]-1H-pyrazol-4-yl]propionic acid). The reactants are Cl (hydrochloric acid), C(C)OC1=NN(C=C1CCC(=O)OCC)CC1=CC=C(C=C1)OCC=1C(=NN(C1)C1=NC=CC=C1)C (ethyl 3-[3-ethoxy-1-[4-[3-methyl-1-(2-pyridyl)-1H-pyrazol-4-ylmethoxy]benzyl]-1H-pyrazol-4-yl]propionate), [OH-].[Na+] (sodium hydroxide), O1CCCC1 (tetrahydrofuran). Run at time 2 hour. Procedure details: After a mixture of ethyl 3-[3-ethoxy-1-[4-[3-methyl-1-(2-pyridyl)-1H-pyrazol-4-ylmethoxy]benzyl]-1H-pyrazol-4-yl]propionate (680 mg), 1N aqueous sodium hydroxide solution (3 ml), tetrahydrofuran (5 ml) and ethanol (5 ml) was stirred at room temperature for 2 hours, 1 N hydrochloric acid (3 ml) was added to the mixture, and then the mixture was extracted with ethyl acetate. The ethyl acetate layer was washed with saturated aqueous sodium chloride solution, dried (MgSO4) and concentrated. The resu... Solvent: C(C)O (ethanol). Reactants: BrCc1ccccc1, CCOC(=O)C1CCCN(C(=O)OC(C)(C)C)C1, C1CCOC1, C[Si](C)(C)[N-][Si](C)(C)C, Cc1ccccc1, [Na+]. Product: CCOC(=O)C1(Cc2ccccc2)CCCN(C(=O)OC(C)(C)C)C1. Reaction SMILES: [Br:29][CH2:30][c:31]1[cH:32][cH:33][cH:34][cH:35][cH:36]1.[C:1]([CH3:2])([CH3:3])([CH3:4])[O:5][C:6](=[O:7])[N:8]1[CH2:9][CH:10]([C:14](=[O:15])[O:16][CH2:17][CH3:18])[CH2:11][CH2:12][CH2:13]1.[CH2:37]1[O:38][CH2:39][CH2:40][CH2:41]1.[CH3:19][Si:20]([CH3:21])([CH3:22])[N-:23][Si:24]([CH3:25])([CH3:26])[CH3:27].[CH3:42][c:43]1[cH:44][cH:45][cH:46][cH:47][cH:48]1.[Na+:28]>>[C:1]([CH3:2])([CH3:3])([CH3:4])[O:5][C:6](=[O:7])[N:8]1[CH2:9][C:10]([C:14](=[O:15])[O:16][CH2:17][CH3:18])([CH2:30][c:31]2[cH:32][cH:33][cH:34][cH:35][cH:36]2)[CH2:11][CH2:12][CH2:13]1.